This data is from the Open Reaction Database (ORD), a public repository of structured organic reaction records. The task is: describe an organic reaction: reactants, conditions, products, and yield The reactants are CC(C(O)C1=C(N=C(S1)C1=CC=C(C=C1)C(F)(F)F)C)C ([rac]-2-methyl-1-[4-methyl-2-(4-trifluoromethyl-phenyl)-thiazol-5-yl)-propan-1-ol), C(CCC)P(CCCC)CCCC (tributylphosphine), CN(C(=O)N=NC(=O)N(C)C)C (N,N,N′,N′-tetramethyl azodicarboxamide), C(C)OC(C(CC1=C(C=C(C=C1)O)C)OCC)=O ([rac]-2-ethoxy-3-(4-hydroxy-2-methyl-phenyl)-propionic acid ethyl ester). The product is C(C)OC(C(CC1=C(C=C(C=C1)OC(C)(C1=CN=C(S1)C1=CC=C(C=C1)C(F)(F)F)C)C)OCC)=O ([rac]-2-ethoxy-3-(2-methyl-4-{1-methyl-1-[2-(4-trifluoromethyl-phenyl)-thiazol-5-yl]-ethoxy}-phenyl)-propionic acid ethyl ester). RXN SMILES: [CH2:1]([O:3][C:4](=[O:18])[CH:5]([O:15][CH2:16][CH3:17])[CH2:6][C:7]1[CH:12]=[CH:11][C:10]([OH:13])=[CH:9][C:8]=1[CH3:14])[CH3:2].C[CH:20](C)[CH:21]([C:23]1[S:27][C:26]([C:28]2[CH:33]=[CH:32][C:31]([C:34]([F:37])([F:36])[F:35])=[CH:30][CH:29]=2)=[N:25][C:24]=1C)O.[CH2:40](P(CCCC)CCCC)CCC.CN(C)C(N=NC(N(C)C)=O)=O>>[CH2:1]([O:3][C:4](=[O:18])[CH:5]([O:15][CH2:16][CH3:17])[CH2:6][C:7]1[CH:12]=[CH:11][C:10]([O:13][C:21]([CH3:20])([C:23]2[S:27][C:26]([C:28]3[CH:29]=[CH:30][C:31]([C:34]([F:35])([F:36])[F:37])=[CH:32][CH:33]=3)=[N:25][CH:24]=2)[CH3:40])=[CH:9][C:8]=1[CH3:14])[CH3:2]. Procedure: In analogy to the procedure described in example 10 c], [rac]-2-ethoxy-3-(4-hydroxy-2-methyl-phenyl)-propionic acid ethyl ester (example 10 b]) was reacted with 2-[2-(4-trifluoromethyl-phenyl)-thiazol-5-yl]-propan-2-ol [PCT Int. Appl. (2002), WO 02/062774 A1] in the presence of tributylphosphine and N,N,N′,N′-tetramethyl azodicarboxamide to yield [rac]-2-ethoxy-3-(2-methyl-4-{1-methyl-1-[2-(4-trifluoromethyl-phenyl)-thiazol-5-yl]-ethoxy}-phenyl)-propionic acid ethyl ester as yellow liquid. Reactants: C(C)(=O)C1(CCC1)C1=CC(=C(C=C1)Cl)Cl (1-acetyl-1-(3,4-dichlorophenyl)cyclobutane), C(=O)N (formamide), C(=O)O (formic acid), Cl (hydrochloric acid). Run in C(=O)NC(C)C1(CCC1)C1=CC(=C(C=C1)Cl)Cl (N-formyl-1-[1-(3,4-dichlorophenyl)cyclobutyl]ethylamine). Reaction conditions: temperature 180 celsius. Product: ClC=1C=C(C=CC1Cl)C1(CCC1)C(C)N (1-[1-(3,4-dichlorophenyl)cyclobutyl]ethylamine). As a reaction SMILES: [C:1]([C:4]1([C:8]2[CH:13]=[CH:12][C:11]([Cl:14])=[C:10]([Cl:15])[CH:9]=2)[CH2:7][CH2:6][CH2:5]1)(=O)[CH3:2].C([NH2:18])=O.C(O)=O.Cl>C(NC(C1(C2C=CC(Cl)=C(Cl)C=2)CCC1)C)=O>[Cl:15][C:10]1[CH:9]=[C:8]([C:4]2([CH:1]([NH2:18])[CH3:2])[CH2:7][CH2:6][CH2:5]2)[CH:13]=[CH:12][C:11]=1[Cl:14]. Reported procedure: The 1-acetyl-1-(3,4-dichlorophenyl)cyclobutane (9,1 g) prepared above, formamide (6.5 ml) and 98% formic acid (3 ml) were heated at 180° C. for 16 hours to result in N-formyl-1-[1-(3,4-dichlorophenyl)cyclobutyl]ethylamine. Concentrated hydrochloric acid (20 ml) was added, and the mixture was refluxed for 3 hours. The solution was then cooled and washed with ether, and sodium hydroxide solution was added. The product was extracted with ether, and the ether extract was washed with water, dried and... Starting materials: C=O, ClCCl, NS(=O)(=O)c1cc(-c2nnn[nH]2)c(NCc2cccs2)cc1Cl, CN(C)C=O. Product: NS(=O)(=O)c1cc(-c2nnnn2CO)c(NCc2cccs2)cc1Cl. RXN SMILES: [CH2:24]=[O:25].[CH2:31]([Cl:32])[Cl:33].[NH2:1][S:2](=[O:3])(=[O:4])[c:5]1[cH:6][c:7](-[c:19]2[n:20][n:21][n:22][nH:23]2)[c:8]([NH:9][CH2:10][c:11]2[cH:12][cH:13][cH:14][s:15]2)[cH:16][c:17]1[Cl:18].[O:26]=[CH:27][N:28]([CH3:29])[CH3:30]>>[NH2:1][S:2](=[O:3])(=[O:4])[c:5]1[cH:6][c:7](-[c:19]2[n:20]([CH2:27][OH:26])[n:21][n:22][n:23]2)[c:8]([NH:9][CH2:10][c:11]2[cH:12][cH:13][cH:14][s:15]2)[cH:16][c:17]1[Cl:18]. Reactants: C(C1=CC=CC=C1)OC1=CC=C2C(=CC=NC2=C1)OC1=C(C=C(C=C1)[N+](=O)[O-])F (7-(benzyloxy)-4-(2-fluoro-4-nitrophenoxy)quinoline), C(=O)[O-].[NH4+] (HCOONH4). Reagents/catalysts: [Pd] (Pd/C). The solvent is CCO.O (EtOH H2O). Run at temperature 30 celsius, time 24 hour. The product is NC1=CC(=C(OC2=CC=NC3=CC(=CC=C23)O)C=C1)F (4-(4-amino-2-fluorophenoxy)quinolin-7-ol). Isolated yield 96.9%. As a reaction SMILES: C([O:8][C:9]1[CH:18]=[C:17]2[C:12]([C:13]([O:19][C:20]3[CH:25]=[CH:24][C:23]([N+:26]([O-])=O)=[CH:22][C:21]=3[F:29])=[CH:14][CH:15]=[N:16]2)=[CH:11][CH:10]=1)C1C=CC=CC=1.C([O-])=O.[NH4+]>[Pd].CCO.O>[NH2:26][C:23]1[CH:24]=[CH:25][C:20]([O:19][C:13]2[C:12]3[C:17](=[CH:18][C:9]([OH:8])=[CH:10][CH:11]=3)[N:16]=[CH:15][CH:14]=2)=[C:21]([F:29])[CH:22]=1 |f:1.2,4.5|. Reported procedure: To a mixture of 7-(benzyloxy)-4-(2-fluoro-4-nitrophenoxy)quinoline (16.38 g, 42 mmol) and HCOONH4 (26.46 g, 420 mmol) in a mixture solution of EtOH/H2O (84 mL, v/v=4:1) was added a catalytic amount of Pd/C (0.50 g, 5% amount, 53%˜55% water content, w/w). The reaction was stirred at 30° C. for 24 hours, and was monitored by LC-MS. After the complete consumption of 7-(benzyloxy)-4-(2-fluoro-4-nitrophenoxy)quinoline, 6 M HCl (80 mL) was added to the reaction mixture until the solid was dissolved. T... Starting materials: [Al], O=c1[nH]ccc2[nH]c3ccc(F)cc3c12, O=C1CCC(=O)N1Br, CN(C)C=O, O. Product: O=c1[nH]cc(Br)c2[nH]c3ccc(F)cc3c12. Reaction SMILES: [Al:24].[F:1][c:2]1[cH:3][c:4]2[c:5]3[c:6]([nH:7][c:8]2[cH:9][cH:10]1)[cH:11][cH:12][nH:13][c:14]3=[O:15].[O:16]=[C:17]1[N:18]([Br:23])[C:19](=[O:20])[CH2:21][CH2:22]1.[O:26]=[CH:27][N:28]([CH3:29])[CH3:30].[OH2:25]>>[F:1][c:2]1[cH:3][c:4]2[c:5]3[c:6]([nH:7][c:8]2[cH:9][cH:10]1)[c:11]([Br:23])[cH:12][nH:13][c:14]3=[O:15]. The reactants are CC1(OC(=CC1=O)\C=C\C1=CSC=C1)C1=CC=CC=C1 ((E)-2-methyl-2-phenyl-5-[2-(3-thienyl)ethenyl]-3(2H)-furanone), SCCCO (3-mercapto-1-propanol). Product: OCCCSC(CC1=CC(C(O1)(C1=CC=CC=C1)C)=O)C1=CSC=C1 (5-[2-[(3-hydroxypropyl)thio]-2-(3-thienyl)ethyl]-2-methyl-2-phenylfuran-3(2H)-one). As a reaction SMILES: [CH3:1][C:2]1([C:15]2[CH:20]=[CH:19][CH:18]=[CH:17][CH:16]=2)[C:6](=[O:7])[CH:5]=[C:4](/[CH:8]=[CH:9]/[C:10]2[CH:14]=[CH:13][S:12][CH:11]=2)[O:3]1.[SH:21][CH2:22][CH2:23][CH2:24][OH:25]>>[OH:25][CH2:24][CH2:23][CH2:22][S:21][CH:9]([C:10]1[CH:14]=[CH:13][S:12][CH:11]=1)[CH2:8][C:4]1[O:3][C:2]([CH3:1])([C:15]2[CH:20]=[CH:19][CH:18]=[CH:17][CH:16]=2)[C:6](=[O:7])[CH:5]=1. Procedure details: According to the procedure of Method A, Example 1, (E)-2-methyl-2-phenyl-5-[2-(3-thienyl)ethenyl]-3(2H)-furanone was reacted with 3-mercapto-1-propanol to provide 5-[2-[(3-hydroxypropyl)thio]-2-(3-thienyl)ethyl]-2-methyl-2-phenylfuran-3(2H)-one; 1H NMR (CDCl3) δ1.40 (br s, 1H), 1.65 and 1.68 (singlets, 3H), 1.68-1.82 (m, 2H), 2.42-2.57 (m, 2H), 3.10-3.27 (m, 2H), 3.67 (m, 2H), 4.42 (m, 1H), 5.37 and 5.39 (singlets, 1H), 7.05-7.18 (m, 2H), 7.27-7.40 (m, 6H); MS (HR-FAB) m/z 375.1113 (M+H calcd. f... Starting materials: C(C=O)(=O)OC (methyl glyoxylate), COC=CC=CC (1-methoxy-1,3-pentadiene). Yield: 63.0%. Reported procedure: In the same manner as in Example 1, a solution of an (R)-binaphthol-dichlorotitanium complex was obtained. This solution was cooled to -70° C. in a dry ice-acetone bath. To this solution were successively added 88 mg (1 mmole) of methyl glyoxylate and 196 mg (2 mmole) of 1-methoxy-1,3-pentadiene. Reaction was then allowed to proceed at -10° C. for 1 hour, and 10 ml of a sodium hydrogencarbonate aqueous solution was added to the reaction mixture to terminate the reaction. This reaction mixture wa... Reaction conditions: temperature -70 celsius, time 1 hour. The product is COC1OC(C(C=C1)C)C(=O)OC (2-methoxy-6-methoxycarbonyl-5-methyl-5,6-dihydropyran). As a reaction SMILES: [C:1]([O:5][CH3:6])(=[O:4])[CH:2]=[O:3].[CH3:7][O:8][CH:9]=[CH:10][CH:11]=[CH:12][CH3:13]>C(=O)([O-])O.[Na+]>[CH3:7][O:8][CH:9]1[CH:10]=[CH:11][CH:12]([CH3:13])[CH:2]([C:1]([O:5][CH3:6])=[O:4])[O:3]1 |f:2.3|. Solvent: C(O)([O-])=O.[Na+] (sodium hydrogencarbonate). The reactants are C(C)(C)NC(C)C (diisopropylamine), C(CCC)[Li] (butyl lithium), O1CCCC1 (tetrahydrofuran), C(C)(C)NC(C)C.[Li] (lithium diisopropylamine), C1(=CC=C(C=C1)S(=O)(=O)N1C=CC=2C1=NC=CC2)C (1-(toluene-4-sulfonyl)-1H-pyrrolo[2,3-b]pyridine), O1CCCC1 (tetrahydrofuran), Cl (hydrochloric acid). The solvent is hexanes, CN(C=O)C (dimethylformamide). Conditions: temperature -75 celsius, time 3 hour. The product is C1(=CC=C(C=C1)S(=O)(=O)N1C(=CC=2C1=NC=CC2)C=O)C (1-(toluene-4-sulfonyl)-1H-pyrrolo[2,3-b]pyridine-2-carbaldehyde). Reaction SMILES: C(NC(C)C)(C)C.[Li].C(NC(C)C)(C)C.C([Li])CCC.[C:21]1([CH3:39])[CH:26]=[CH:25][C:24]([S:27]([N:30]2[C:34]3=[N:35][CH:36]=[CH:37][CH:38]=[C:33]3[CH:32]=[CH:31]2)(=[O:29])=[O:28])=[CH:23][CH:22]=1.Cl.[O:41]1CCC[CH2:42]1>CN(C)C=O>[C:21]1([CH3:39])[CH:22]=[CH:23][C:24]([S:27]([N:30]2[C:34]3=[N:35][CH:36]=[CH:37][CH:38]=[C:33]3[CH:32]=[C:31]2[CH:42]=[O:41])(=[O:29])=[O:28])=[CH:25][CH:26]=1 |f:0.1,^1:7|. Reported procedure: A solution of lithium diisopropylamine {prepared by treating a solution of diisopropylamine (33.6 mL) in tetrahydrofuran (250 mL) with butyl lithium in hexanes (70.4 mL, 2.5M) at −35° C., at −75° C., was treated dropwise with a solution of 1-(toluene-4-sulfonyl)-1H-pyrrolo[2,3-b]pyridine [40 g, Reference Example 9(a)] in dry tetrahydrofuran (250 mL) at −75° C. whilst maintaining the reaction temperature below −60° C. After stirring at −75° C. for 3 hours the reaction mixture was allowed to warm ... The reactants are OC(CN1C(C2=C(CCC1)NC(=C2C)C=O)=O)CN2CCOCC2.FC=2C=C1/C(/C(NC1=CC2)=O)=C/C2=C(C=1C(N(CCCC1N2)C[C@@H](CN2CCOCC2)O)=O)C ((R,Z)-2-(5-Fluoro-2-oxo-1,2-dihydro-indol-3-ylidenemethyl)-5-(2-hydroxy-3-morpholin-4-yl-propyl)-3-methyl-5,6,7,8-tetrahydro-1H-pyrrolo[3,2-c]azepin-4-one 5-(2-Hydroxy-3-morpholin-4-yl-propyl)-3-methyl-4-oxo-1,4,5,6,7,8-hexahydro-pyrrolo[3,2-c]azepine-2-carbaldehyde), CC1=C2CC(NC2=CC=C1)=O (4-methyl-1,3-dihydro-indol-2-one), N1CCCCC1 (piperidine). Run in C(C)O (ethanol). Run at temperature 45 celsius, time 16 hour. Product: O[C@@H](CN1C(C2=C(CCC1)NC(=C2C)\C=C\2/C(NC1=CC=CC(=C21)C)=O)=O)CN2CCOCC2 ((R,Z)-5-(2-hydroxy-3-morpholinopropyl)-3-methyl-2-((4-methyl-2-oxoindolin-3-ylidene)methyl)-5,6,7,8-tetrahydropyrrolo[3,2-c]azepin-4(1H)-one). The yield is 28.7%. Reaction SMILES: O[CH:2](CN1CCOCC1)CN1CCCC2NC(C=O)=C(C)C=2C1=O.F[C:26]1[CH:27]=[C:28]2[C:32](=[CH:33][CH:34]=1)[NH:31][C:30](=[O:35])/[C:29]/2=[CH:36]\[C:37]1[NH:46][C:45]2[CH2:44][CH2:43][CH2:42][N:41]([CH2:47][C@H:48]([OH:56])[CH2:49][N:50]3[CH2:55][CH2:54][O:53][CH2:52][CH2:51]3)[C:40](=[O:57])[C:39]=2[C:38]=1[CH3:58].CC1C=CC=C2C=1CC(=O)N2.N1CCCCC1>C(O)C>[OH:56][C@H:48]([CH2:49][N:50]1[CH2:55][CH2:54][O:53][CH2:52][CH2:51]1)[CH2:47][N:41]1[CH2:42][CH2:43][CH2:44][C:45]2[NH:46][C:37](/[CH:36]=[C:29]3\[C:30](=[O:35])[NH:31][C:32]4[C:28]\3=[C:27]([CH3:2])[CH:26]=[CH:34][CH:33]=4)=[C:38]([CH3:58])[C:39]=2[C:40]1=[O:57] |f:0.1|. Reported procedure: 5-(2-Hydroxy-3-morpholin-4-yl-propyl)-3-methyl-4-oxo-1,4,5,6,7,8-hexahydro-pyrrolo[3,2-c]azepine-2-carbaldehyde 53f (30 mg, 0.09 mmol) and 4-methyl-1,3-dihydro-indol-2-one (12 mg, 0.08 mmol) were dissolved in 156 μl of ethanol, and added with 4.4 μl of piperidine to the solution at room temperature. Upon completion of the addition, the reaction mixture was stirred at 45° C. for 16 hours. After thin lay chromatography showed the disappearance of starting materials, the reaction mixture was natura...